describe an organic reaction: reactants, conditions, products, and yield From a dataset of the Open Reaction Database (ORD), a public repository of structured organic reaction records. Reactants: O.C1(=CC=C(C=C1)S(=O)(=O)O)C (p-toluenesulfonic acid monohydrate), ClC=1C(=CC(=C(C1)S(=O)(=O)NC=1N=CSC1)F)OC1=C(C=C(C(=C1)F)C(F)(F)F)C1=CN=NC=C1 (5-chloro-2-fluoro-4-[5-fluoro-2-pyridazin-4-yl-4-(trifluoromethyl)phenoxy]-N-1,3-thiazol-4-ylbenzenesulfonamide). Run in CC(=O)C (acetone), CC(=O)C (acetone). Run at time 15 minute. Yields the product CC1=CC=C(C=C1)S(=O)(=O)O.ClC=1C(=CC(=C(C1)S(=O)(=O)NC=1N=CSC1)F)OC1=C(C=C(C(=C1)F)C(F)(F)F)C1=CN=NC=C1 (5-Chloro-2-fluoro-4-[5-fluoro-2-pyridazin-4-yl-4-(trifluoromethyl)phenoxy]-N-1,3-thiazol-4-ylbenzenesulfonamide 4-methylbenzenesulfonate). Isolated yield 56.0%. Reaction SMILES: O.[C:2]1([CH3:12])[CH:7]=[CH:6][C:5]([S:8]([OH:11])(=[O:10])=[O:9])=[CH:4][CH:3]=1.[Cl:13][C:14]1[C:15]([O:30][C:31]2[CH:36]=[C:35]([F:37])[C:34]([C:38]([F:41])([F:40])[F:39])=[CH:33][C:32]=2[C:42]2[CH:47]=[CH:46][N:45]=[N:44][CH:43]=2)=[CH:16][C:17]([F:29])=[C:18]([S:20]([NH:23][C:24]2[N:25]=[CH:26][S:27][CH:28]=2)(=[O:22])=[O:21])[CH:19]=1>CC(C)=O>[CH3:12][C:2]1[CH:3]=[CH:4][C:5]([S:8]([OH:11])(=[O:10])=[O:9])=[CH:6][CH:7]=1.[Cl:13][C:14]1[C:15]([O:30][C:31]2[CH:36]=[C:35]([F:37])[C:34]([C:38]([F:39])([F:40])[F:41])=[CH:33][C:32]=2[C:42]2[CH:47]=[CH:46][N:45]=[N:44][CH:43]=2)=[CH:16][C:17]([F:29])=[C:18]([S:20]([NH:23][C:24]2[N:25]=[CH:26][S:27][CH:28]=2)(=[O:22])=[O:21])[CH:19]=1 |f:0.1,4.5|. Reported procedure: A solution of p-toluenesulfonic acid monohydrate (0.851 g, 4.41 mmol) in acetone (10 mL) was added to a solution of 5-chloro-2-fluoro-4-[5-fluoro-2-pyridazin-4-yl-4-(trifluoromethyl)phenoxy]-N-1,3-thiazol-4-ylbenzenesulfonamide (2.42 g, 4.41 mmol) in acetone (15 mL). After stirring at ambient temperature for 15 minutes, the reaction mixture was concentrated in vacuo. The residue was suspended in diethyl ether (75 mL) and stirred for 2 hours. The resulting solid was collected by filtration, dried... Reactants: FC=1C=C(C=CC1O)C1=CN=C2N(C1=O)CCN2C2=CC=CC=C2 (6-(3-fluoro-4-hydroxyphenyl)-1-phenyl-2,3-dihydroimidazo[1,2-a]pyrimidin-5(1H)-one), ClC1=C2C(=NC=C1)C=C(S2)I (7-chloro-2-iodothieno[3,2-b]pyridine). Reagents/catalysts: CN(C)C=1C=CN=CC1 (DMAP). The solvent is BrC1=CC=CC=C1 (bromobenzene). Yields the product FC=1C=C(C=CC1OC1=C2C(=NC=C1)C=C(S2)I)C2=CN=C1N(C2=O)CCN1C1=CC=CC=C1 (6-(3-fluoro-4-(2-iodothieno[3,2-b]pyridin-7-yloxy)phenyl)-1-phenyl-2,3-dihydroimidazo[1,2-a]pyrimidin-5(1H)-one). Reaction SMILES: [F:1][C:2]1[CH:3]=[C:4]([C:9]2[C:14](=[O:15])[N:13]3[CH2:16][CH2:17][N:18]([C:19]4[CH:24]=[CH:23][CH:22]=[CH:21][CH:20]=4)[C:12]3=[N:11][CH:10]=2)[CH:5]=[CH:6][C:7]=1[OH:8].Cl[C:26]1[CH:31]=[CH:30][N:29]=[C:28]2[CH:32]=[C:33]([I:35])[S:34][C:27]=12>CN(C1C=CN=CC=1)C.BrC1C=CC=CC=1>[F:1][C:2]1[CH:3]=[C:4]([C:9]2[C:14](=[O:15])[N:13]3[CH2:16][CH2:17][N:18]([C:19]4[CH:20]=[CH:21][CH:22]=[CH:23][CH:24]=4)[C:12]3=[N:11][CH:10]=2)[CH:5]=[CH:6][C:7]=1[O:8][C:26]1[CH:31]=[CH:30][N:29]=[C:28]2[CH:32]=[C:33]([I:35])[S:34][C:27]=12. Procedure: A mixture of 6-(3-fluoro-4-hydroxyphenyl)-1-phenyl-2,3-dihydroimidazo[1,2-a]pyrimidin-5(1H)-one (0.078 g, 0.186 mmol), 7-chloro-2-iodothieno[3,2-b]pyridine (0.050 g, 0.169 mmol; prepared according to the procedure of Ragan, J. A. Org. Proc. Res. 2003, 7, 676) and DMAP (0.021 g, 0.169 mmol) in bromobenzene (1.5 mL) under nitrogen was stirred at 150° C. for two days. The reaction was concentrated in vacuo to remove as much bromobenzene as possible and then purified directly by flash column chromat...